Task: describe an organic reaction: reactants, conditions, products, and yield. Dataset: the Open Reaction Database (ORD), a public repository of structured organic reaction records Reactants: [Al+3].[Cl-].[Cl-].[Cl-] (AlCl3), ClC1=C(C=CC=C1)CC(=O)Cl (o-chlorophenylacetyl chloride), C(=O)=O.CC(=O)C (dry ice acetone). Solvent: C(Cl)Cl (methylene chloride), C(Cl)Cl (methylene chloride), CCCCCC (hexane), CCOCC (ether). Conditions: temperature -78 celsius, time 4 hour. Yields the product ClC=1C=CC=C2CCC(CC12)=O (8-Chloro-2-tetralone). Yield: 33.6%. Reaction SMILES: [Al+3].[Cl-].[Cl-].[Cl-].[Cl:5][C:6]1[CH:11]=[CH:10][CH:9]=[CH:8][C:7]=1[CH2:12][C:13](Cl)=[O:14].C(=O)=O.[CH3:19][C:20](C)=O>C(Cl)Cl.CCCCCC.CCOCC>[Cl:5][C:6]1[CH:11]=[CH:10][CH:9]=[C:8]2[C:7]=1[CH2:12][C:13](=[O:14])[CH2:20][CH2:19]2 |f:0.1.2.3,5.6|. Procedure details: AlCl3 (46.5 g; 0.348 mol) was slurried in 400 ml of methylene chloride. The mixture then was cooled to -78° C., and a solution of 32.76 g (0.174 mol) of the previously produced o-chlorophenylacetyl chloride in 100 ml of methylene chloride was added dropwise over 1 hour. The dry ice/acetone bath then was replaced with an ice water bath. Ethylene was bubbled into the reaction mixture during which time the temperature rose to 15° C. The ethylene addition was discontinued, and the mixture was allowe... Starting materials: C(C)(C)(C)OC(COCCCCN(C)C1=NC(=C(C=C1)C1=CC=CC=C1)C1=CC=CC=C1)=O (2-{4-[N-(5,6-diphenylpyridin-2-yl)-N-methylamino]butyloxy}acetic acid tert-butyl ester), C1(=CC=CC=C1)C=1C=CC(=NC1C1=CC=CC=C1)N(C)CCCCOCC(=O)O (2-{4-[N-(5,6-diphenylpyridin-2-yl)-N-methylamino]butyloxy}acetic acid), [OH-].[Na+] (sodium hydroxide). The product is [Na+].C1(=CC=CC=C1)C=1C=CC(=NC1C1=CC=CC=C1)N(C)CCCCOCC(=O)[O-] (2-{4-[N-(5,6-diphenylpyridin-2-yl)-N-methylamino]butyloxy}acetic acid sodium salt). RXN SMILES: C([O:5][C:6](=[O:33])[CH2:7][O:8][CH2:9][CH2:10][CH2:11][CH2:12][N:13]([C:15]1[CH:20]=[CH:19][C:18]([C:21]2[CH:26]=[CH:25][CH:24]=[CH:23][CH:22]=2)=[C:17]([C:27]2[CH:32]=[CH:31][CH:30]=[CH:29][CH:28]=2)[N:16]=1)[CH3:14])(C)(C)C.C1(C2C=CC(N(CCCCOCC(O)=O)C)=NC=2C2C=CC=CC=2)C=CC=CC=1.[OH-].[Na+:64]>>[Na+:64].[C:21]1([C:18]2[CH:19]=[CH:20][C:15]([N:13]([CH2:12][CH2:11][CH2:10][CH2:9][O:8][CH2:7][C:6]([O-:33])=[O:5])[CH3:14])=[N:16][C:17]=2[C:27]2[CH:32]=[CH:31][CH:30]=[CH:29][CH:28]=2)[CH:22]=[CH:23][CH:24]=[CH:25][CH:26]=1 |f:2.3,4.5|. Procedure: After 2-{4-[N-(5,6-diphenylpyridin-2-yl)-N-methylamino]butyloxy}acetic acid tert-butyl ester was hydrolyzed in the same manner as in Example 42, the resulting 2-{4-[N-(5,6-diphenylpyridin-2-yl)-N-methylamino]butyloxy}acetic acid was treated with the same amount of 1N sodium hydroxide solution to obtain the desired compound as a pale brown amorphous. Starting materials: NC=1SC=C(N1)CC(=O)OCC (ethyl 2-amino-4-thiazolylacetate), FC=1C=C(C=CC1)S(=O)(=O)Cl (3-fluorobenzenesulfonyl chloride). Product: FC=1C=C(C=CC1)S(=O)(=O)NC=1SC=C(N1)CC(=O)OCC (Ethyl (2-{[(3-fluorophenyl)sulfonyl]amino}-1,3-thiazol-4-yl)acetate), pink powder. Isolated yield 80.0%. As a reaction SMILES: [NH2:1][C:2]1[S:3][CH:4]=[C:5]([CH2:7][C:8]([O:10][CH2:11][CH3:12])=[O:9])[N:6]=1.[F:13][C:14]1[CH:15]=[C:16]([S:20](Cl)(=[O:22])=[O:21])[CH:17]=[CH:18][CH:19]=1>>[F:13][C:14]1[CH:15]=[C:16]([S:20]([NH:1][C:2]2[S:3][CH:4]=[C:5]([CH2:7][C:8]([O:10][CH2:11][CH3:12])=[O:9])[N:6]=2)(=[O:22])=[O:21])[CH:17]=[CH:18][CH:19]=1. Procedure details: The title compound was prepared from ethyl 2-amino-4-thiazolylacetate and 3-fluorobenzenesulfonyl chloride according to METHOD A, giving 0.55 g (80%) of a pink powder: MS (electrospray, [M−H]−) m/z 343.1 The reactants are N(=[N+]=[N-])CCC(N1C=NC=C1)C1=CC=C(C#N)C=C1 (4-(3-azido-1-imidazol-1-yl-propyl)-benzonitrile). Reagents/catalysts: [Pd] (Palladium on Carbon). Solvent: CO (methanol). Conditions: time 16 hour. The product is NCCC(N1C=NC=C1)C1=CC=C(C#N)C=C1 (4-(3-Amino-1-imidazol-1-yl-propyl)-benzonitrile). Reaction SMILES: [N:1]([CH2:4][CH2:5][CH:6]([C:12]1[CH:19]=[CH:18][C:15]([C:16]#[N:17])=[CH:14][CH:13]=1)[N:7]1[CH:11]=[CH:10][N:9]=[CH:8]1)=[N+]=[N-]>CO.[Pd]>[NH2:1][CH2:4][CH2:5][CH:6]([C:12]1[CH:19]=[CH:18][C:15]([C:16]#[N:17])=[CH:14][CH:13]=1)[N:7]1[CH:11]=[CH:10][N:9]=[CH:8]1. Procedure: The 4-(3-azido-1-imidazol-1-yl-propyl)-benzonitrile (490 mg, 1.9 mmol) was suspended in methanol (20 mL) and placed under argon. 10% Palladium on Carbon catalyst was carefully added under argon and the solution was evacuated under vacuum to bubbling and then purged with argon 3 times. The suspension was evacuated again and then a balloon filled with hydrogen was opened to the reaction. The reaction was left under hydrogen at room pressure for 16 hours. The reaction was evacuated again to bubblin... Product: CC(=O)N(C)Cc1ccccc1Nc1nc(Cl)ncc1Cl. Reaction SMILES: [CH2:32]1[O:33][CH2:34][CH2:35][CH2:36]1.[CH3:19][C:20]([O:21][C:23]([CH3:24])=[O:25])=[O:22].[Cl:1][c:2]1[n:3][cH:4][c:5]([Cl:18])[c:6]([NH:8][c:9]2[c:10]([CH2:15][NH:16][CH3:17])[cH:11][cH:12][cH:13][cH:14]2)[n:7]1.[cH:26]1[cH:27][cH:28][n:29][cH:30][cH:31]1>>[Cl:1][c:2]1[n:3][cH:4][c:5]([Cl:18])[c:6]([NH:8][c:9]2[c:10]([CH2:15][N:16]([CH3:17])[C:23]([CH3:24])=[O:25])[cH:11][cH:12][cH:13][cH:14]2)[n:7]1. Starting materials: C1CCOC1, CC(=O)OC(C)=O, CNCc1ccccc1Nc1nc(Cl)ncc1Cl, c1ccncc1. Starting materials: BrC1=NN(C2=CC=C(C=C12)C1=NNC(=N1)[C@H]1CN(CCC1)C(=O)OC(C)(C)C)C(C1=CC=CC=C1)(C1=CC=CC=C1)C1=CC=CC=C1 ((R)-tert-butyl 3-(3-(3-bromo-1-trityl-1H-indazol-5-yl)-1H-1,2,4-triazol-5-yl)piperidine-1-carboxylate), N1=CC=C(C=C1)B(O)O (pyridine 4-boronic acid), PdCl2dppf, C([O-])([O-])=O.[Cs+].[Cs+] (Cesium carbonate). Solvent: O1CCOCC1 (dioxane), O (water), O (water). Yields the product N1=CC=C(C=C1)C1=NN(C2=CC=C(C=C12)C1=NNC(=N1)[C@H]1CN(CCC1)C(=O)OC(C)(C)C)C(C1=CC=CC=C1)(C1=CC=CC=C1)C1=CC=CC=C1 ((R)-tert-butyl 3-(3-(3-(pyridin-4-yl)-1-trityl-1H-indazol-5-yl)-1H-1,2,4-triazol-5-yl)piperidine-1-carboxylate). The yield is 86.8%. Reaction SMILES: Br[C:2]1[C:10]2[C:5](=[CH:6][CH:7]=[C:8]([C:11]3[N:15]=[C:14]([C@@H:16]4[CH2:21][CH2:20][CH2:19][N:18]([C:22]([O:24][C:25]([CH3:28])([CH3:27])[CH3:26])=[O:23])[CH2:17]4)[NH:13][N:12]=3)[CH:9]=2)[N:4]([C:29]([C:42]2[CH:47]=[CH:46][CH:45]=[CH:44][CH:43]=2)([C:36]2[CH:41]=[CH:40][CH:39]=[CH:38][CH:37]=2)[C:30]2[CH:35]=[CH:34][CH:33]=[CH:32][CH:31]=2)[N:3]=1.[N:48]1[CH:53]=[CH:52][C:51](B(O)O)=[CH:50][CH:49]=1.C(=O)([O-])[O-].[Cs+].[Cs+]>O1CCOCC1.O>[N:48]1[CH:53]=[CH:52][C:51]([C:2]2[C:10]3[C:5](=[CH:6][CH:7]=[C:8]([C:11]4[N:15]=[C:14]([C@@H:16]5[CH2:21][CH2:20][CH2:19][N:18]([C:22]([O:24][C:25]([CH3:28])([CH3:27])[CH3:26])=[O:23])[CH2:17]5)[NH:13][N:12]=4)[CH:9]=3)[N:4]([C:29]([C:42]3[CH:47]=[CH:46][CH:45]=[CH:44][CH:43]=3)([C:36]3[CH:41]=[CH:40][CH:39]=[CH:38][CH:37]=3)[C:30]3[CH:35]=[CH:34][CH:33]=[CH:32][CH:31]=3)[N:3]=2)=[CH:50][CH:49]=1 |f:2.3.4|. Procedure details: Stirred a mixture of (R)-tert-butyl 3-(3-(3-bromo-1-trityl-1H-indazol-5-yl)-1H-1,2,4-triazol-5-yl)piperidine-1-carboxylate (500 mg, 0.72 mmol), pyridine 4-boronic acid (150 mg, 1.22 mmol), PdCl2dppf (30 mg, 0.036 mmol) and Cesium carbonate (400 mg, 1.23 mmol) in dioxane (9 mL) and water (1 mL) at 100° C. in a microwave oven for 2 hours. After cooling, diluted with water (50 ml), then extracted with DCM (100 ml). The combined organic layer was dried (Na2SO4), filtered and evaporated to yield crud... The reactants are NC1=C2C=CN=CC2=CC=C1 (5-aminoisoquinoline), BrC1=CC=C(C(=O)O)C=C1 (4-bromobenzoic acid), Cl.CN(CCCN=C=NCC)C ((3-dimethylaminopropyl)-ethyl-carbodiimide hydrochloride). Reagents/catalysts: CN(C1=CC=NC=C1)C (4-dimethylaminopyridine). Solvent: C(Cl)Cl (DCM). Product: BrC1=CC=C(C(=O)NC2=C3C=CN=CC3=CC=C2)C=C1 (4-Bromo-N-isoquinolin-5-ylbenzamide). The yield is 81.7%. Reaction SMILES: [NH2:1][C:2]1[CH:11]=[CH:10][CH:9]=[C:8]2[C:3]=1[CH:4]=[CH:5][N:6]=[CH:7]2.[Br:12][C:13]1[CH:21]=[CH:20][C:16]([C:17](O)=[O:18])=[CH:15][CH:14]=1.Cl.CN(C)CCCN=C=NCC>CN(C)C1C=CN=CC=1.C(Cl)Cl>[Br:12][C:13]1[CH:21]=[CH:20][C:16]([C:17]([NH:1][C:2]2[CH:11]=[CH:10][CH:9]=[C:8]3[C:3]=2[CH:4]=[CH:5][N:6]=[CH:7]3)=[O:18])=[CH:15][CH:14]=1 |f:2.3|. Procedure details: A solution of 5-aminoisoquinoline (800 mg, 5.54 mmol), 4-bromobenzoic acid (1.68 g, 8.3 mmol), (3-dimethylaminopropyl)-ethyl-carbodiimide hydrochloride (1.64 g, 8.3 mmol) and 4-dimethylaminopyridine (70 mg, 0.6 mmol) was stirred at room temperature overnight. The mixture was diluted with DCM, washed with saturated aqueous sodium bicarbonate solution and water, then dried over MgSO4 and concentrated in vacuo to give the crude product. Purification by flash column chromatography eluting with an Et...